From a dataset of the Open Reaction Database (ORD), a public repository of structured organic reaction records. describe an organic reaction: reactants, conditions, products, and yield The reactants are N(=[N+]=[N-])CC(C(C)(C)C=1C=CC(=C(C#N)C1)F)=O (5-(4-azido-2-methyl-3-oxobutan-2-yl)-2-fluorobenzonitrile), Cl (HCl). Reagents/catalysts: O=[Pt]=O (PtO2). The solvent is CCO (EtOH). Run at time 12 hour. Product: Cl.NCC(C(C)(C)C=1C=CC(=C(C#N)C1)F)=O (5-(4-amino-2-methyl-3-oxobutan-2-yl)-2-fluorobenzonitrile hydrochloride). Isolated yield 65.0%. As a reaction SMILES: [N:1]([CH2:4][C:5](=[O:18])[C:6]([C:9]1[CH:10]=[CH:11][C:12]([F:17])=[C:13]([CH:16]=1)[C:14]#[N:15])([CH3:8])[CH3:7])=[N+]=[N-].[ClH:19]>CCO.O=[Pt]=O>[ClH:19].[NH2:1][CH2:4][C:5](=[O:18])[C:6]([C:9]1[CH:10]=[CH:11][C:12]([F:17])=[C:13]([CH:16]=1)[C:14]#[N:15])([CH3:8])[CH3:7] |f:4.5|. Procedure: To a stirred solution of 5-(4-azido-2-methyl-3-oxobutan-2-yl)-2-fluorobenzonitrile (6.1 g, 24.7 mmol) in EtOH (100 mL) was added conc HCl (20 mL) and PtO2 (112 mg, 0.49 mmol, 0.02 eq). The mixture was stirred at 1 atm of H2 gas for 12 h, filtered through Celite™ and evaporated in vacuo. The residue was partitioned in DCM and water, and the aqueous layer was evaporated in vacuo. The resulting residue was triturated with Et2O-Hex to give 5-(4-amino-2-methyl-3-oxobutan-2-yl)-2-fluorobenzonitrile hy... Reactants: CN(C(SC1=C(C=C(C=C1)CC1=CC=CC=C1)N)=O)C (S-2-amino-4-benzylphenyl dimethylcarbamothioate), [OH-].[K+] (potassium hydroxide), O (water), 2-BuOH. Run in C(CO)O (ethylene glycol). Run at temperature 60 celsius. Yields the product NC1=C(C=CC(=C1)CC1=CC=CC=C1)SSC1=C(C=C(C=C1)CC1=CC=CC=C1)N (2-(2-(2-amino-4-benzylphenyl)disulfanyl)-5-benzylbenzenamine). As a reaction SMILES: CN(C)C(=O)[S:4][C:5]1[CH:10]=[CH:9][C:8]([CH2:11][C:12]2[CH:17]=[CH:16][CH:15]=[CH:14][CH:13]=2)=[CH:7][C:6]=1[NH2:18].[OH-].[K+].O>C(O)CO>[NH2:18][C:6]1[CH:7]=[C:8]([CH2:11][C:12]2[CH:13]=[CH:14][CH:15]=[CH:16][CH:17]=2)[CH:9]=[CH:10][C:5]=1[S:4][S:4][C:5]1[CH:10]=[CH:9][C:8]([CH2:11][C:12]2[CH:13]=[CH:14][CH:15]=[CH:16][CH:17]=2)=[CH:7][C:6]=1[NH2:18] |f:1.2|. Reported procedure: To a slurry of S-2-amino-4-benzylphenyl dimethylcarbamothioate (1.43 g, 4.99 mmol) in 15 mL ethylene glycol was added potassium hydroxide (0.840 g, 15.0 mmol) (solid, finely crushed). The reaction was heated to 60° C. under nitrogen. 10 mL 2-BuOH was added as cosolvent and the resulting solution was heated for 2 h. The reaction was fitted with a water-cooled reflux condensor and heated to 90° C. for 3 h. The reaction was cooled, and concentrated in vacuo. The material was partitioned between Et2...